This data is from the Open Reaction Database (ORD), a public repository of structured organic reaction records. The task is: describe an organic reaction: reactants, conditions, products, and yield The reactants are Br, CCc1cc(Cl)c2cccc(OC)c2n1, N. As a reaction SMILES: [BrH:17].[Cl:1][c:2]1[cH:3][c:4]([CH2:14][CH3:15])[n:5][c:6]2[c:7]([O:12][CH3:13])[cH:8][cH:9][cH:10][c:11]12.[NH3:16]>>[Cl:1][c:2]1[cH:3][c:4]([CH2:14][CH3:15])[n:5][c:6]2[c:7]([OH:12])[cH:8][cH:9][cH:10][c:11]12. The product is CCc1cc(Cl)c2cccc(O)c2n1. Reactants: CC(C)(C)c1ccc2c(=O)n(-c3cccc(Br)c3C=O)ncc2c1, O=C([O-])[O-], Cn1cc(B2OC(C)(C)C(C)(C)O2)cc(Nc2ccc(C(=O)N3CCOCC3)cn2)c1=O, ClCCl, [Cs+], [Cs+], C1COCCO1, O. The product is Cn1cc(-c2cccc(-n3ncc4cc(C(C)(C)C)ccc4c3=O)c2C=O)cc(Nc2ccc(C(=O)N3CCOCC3)cn2)c1=O. As a reaction SMILES: [Br:33][c:34]1[c:35]([CH:36]=[O:37])[c:38](-[n:42]2[c:43](=[O:56])[c:44]3[cH:45][cH:46][c:47]([C:52]([CH3:53])([CH3:54])[CH3:55])[cH:48][c:49]3[cH:50][n:51]2)[cH:39][cH:40][cH:41]1.[C:63](=[O:64])([O-:65])[O-:66].[CH3:1][n:2]1[c:3](=[O:32])[c:4]([NH:17][c:18]2[n:19][cH:20][c:21]([C:24](=[O:25])[N:26]3[CH2:27][CH2:28][O:29][CH2:30][CH2:31]3)[cH:22][cH:23]2)[cH:5][c:6]([B:8]2[O:9][C:10]([CH3:11])([CH3:12])[C:13]([CH3:14])([CH3:15])[O:16]2)[cH:7]1.[Cl:70][CH2:71][Cl:72].[Cs+:67].[Cs+:68].[O:57]1[CH2:58][CH2:59][O:60][CH2:61][CH2:62]1.[OH2:69]>>[CH3:1][n:2]1[c:3](=[O:32])[c:4]([NH:17][c:18]2[n:19][cH:20][c:21]([C:24](=[O:25])[N:26]3[CH2:27][CH2:28][O:29][CH2:30][CH2:31]3)[cH:22][cH:23]2)[cH:5][c:6](-[c:34]2[c:35]([CH:36]=[O:37])[c:38](-[n:42]3[c:43](=[O:56])[c:44]4[cH:45][cH:46][c:47]([C:52]([CH3:53])([CH3:54])[CH3:55])[cH:48][c:49]4[cH:50][n:51]3)[cH:39][cH:40][cH:41]2)[cH:7]1. Reactants: O=C(n1ccnc1)n1ccnc1, CCN(C(C)C)C(C)C, O=C(O)c1ccc(-c2cc(Cl)c(CC3CCN(N4CCCCC4)C3=O)c(Cl)c2)cc1, ClCCl, Cl, FC(F)(F)C1CCNCC1. Yields the product O=C(c1ccc(-c2cc(Cl)c(CC3CCN(N4CCCCC4)C3=O)c(Cl)c2)cc1)N1CCC(C(F)(F)F)CC1. Reaction SMILES: [C:31]([n:32]1[cH:33][cH:34][n:35][cH:36]1)([n:37]1[cH:38][cH:39][n:40][cH:41]1)=[O:42].[CH:54]([N:55]([CH:56]([CH3:57])[CH3:58])[CH2:59][CH3:60])([CH3:61])[CH3:62].[Cl:1][c:2]1[cH:3][c:4](-[c:22]2[cH:23][cH:24][c:25]([C:28](=[O:29])[OH:30])[cH:26][cH:27]2)[cH:5][c:6]([Cl:21])[c:7]1[CH2:8][CH:9]1[C:10](=[O:20])[N:11]([N:14]2[CH2:15][CH2:16][CH2:17][CH2:18][CH2:19]2)[CH2:12][CH2:13]1.[Cl:63][CH2:64][Cl:65].[ClH:43].[F:44][C:45]([CH:46]1[CH2:47][CH2:48][NH:49][CH2:50][CH2:51]1)([F:52])[F:53]>>[Cl:1][c:2]1[cH:3][c:4](-[c:22]2[cH:23][cH:24][c:25]([C:28](=[O:30])[N:49]3[CH2:48][CH2:47][CH:46]([C:45]([F:44])([F:52])[F:53])[CH2:51][CH2:50]3)[cH:26][cH:27]2)[cH:5][c:6]([Cl:21])[c:7]1[CH2:8][CH:9]1[C:10](=[O:20])[N:11]([N:14]2[CH2:15][CH2:16][CH2:17][CH2:18][CH2:19]2)[CH2:12][CH2:13]1. Starting materials: COC(=O)C=1C2CCC(CC1)N2 (8-Azabicyclo[3.2.1]oct-2-ene-2-carboxylic acid methyl ester), C(#N)C1=CC=C(C2=CC=CC=C12)F (1-cyano-4-fluoronaphthalene). The solvent is N1=CC=CC=C1 (pyridine). Yields the product COC(=O)C=1C2CCC(CC1)N2C2=CC=C(C1=CC=CC=C21)C#N (8-(4-Cyanonaphthalen-1-yl)-8-azabicyclo[3.2.1]oct-2-ene-2-carboxylic acid methyl ester). Isolated yield 5.8%. As a reaction SMILES: [CH3:1][O:2][C:3]([C:5]1[CH:6]2[NH:12][CH:9]([CH2:10][CH:11]=1)[CH2:8][CH2:7]2)=[O:4].[C:13]([C:15]1[C:24]2[C:19](=[CH:20][CH:21]=[CH:22][CH:23]=2)[C:18](F)=[CH:17][CH:16]=1)#[N:14]>N1C=CC=CC=1>[CH3:1][O:2][C:3]([C:5]1[CH:6]2[N:12]([C:18]3[C:19]4[C:24](=[CH:23][CH:22]=[CH:21][CH:20]=4)[C:15]([C:13]#[N:14])=[CH:16][CH:17]=3)[CH:9]([CH2:10][CH:11]=1)[CH2:8][CH2:7]2)=[O:4]. Procedure details: 8-Azabicyclo[3.2.1]oct-2-ene-2-carboxylic acid methyl ester (225 mg, 1.35 mmol, Davies H. M. L. et al., J. Org. Chem. 1991, 56, 5696-5700), 1-cyano-4-fluoronaphthalene (230 mg, 1.35 mmol) and pyridine (1.0 mL) were heated to 110° C. for 2 days and concentrated in vacuo. The residue was purified by preparative TLC (ethyl acetate/n-heptane 1:4, 5× eluted) to afford the title compound (25 mg, 6%) as a colorless oil. Starting materials: CCN(CC1CCCC1)c1ccc(OC)nc1COCOC, Cl, [Na+], C1COCCO1, [OH-], O. Product: CCN(CC1CCCC1)c1ccc(OC)nc1CO. As a reaction SMILES: [CH:1]1([CH2:6][N:7]([c:8]2[c:9]([CH2:16][O:17][CH2:18][O:19][CH3:20])[n:10][c:11]([O:14][CH3:15])[cH:12][cH:13]2)[CH2:21][CH3:22])[CH2:2][CH2:3][CH2:4][CH2:5]1.[ClH:23].[Na+:25].[O:26]1[CH2:27][CH2:28][O:29][CH2:30][CH2:31]1.[OH-:24].[OH2:32]>>[CH:1]1([CH2:6][N:7]([c:8]2[c:9]([CH2:16][OH:17])[n:10][c:11]([O:14][CH3:15])[cH:12][cH:13]2)[CH2:21][CH3:22])[CH2:2][CH2:3][CH2:4][CH2:5]1. Starting materials: NC1=C(C(=NC(=C1F)Cl)C(=O)OC)I (Methyl 4-amino-6-chloro-5-fluoro-3-iodopicolinate), C(CCC)[Sn](SC)(CCCC)CCCC (tri-n-butylmethylthiostannane). Reagents/catalysts: [Cu]I (copper (I) iodide), [Pd](Cl)Cl.C1(=CC=CC=C1)P(C1=CC=CC=C1)C1=CC=CC=C1 ((triphenylphosphine) palladium (II) chloride). Run at temperature 80 celsius, time 18 hour. Product: NC1=C(C(=NC(=C1F)Cl)C(=O)OC)SC (Methyl 4-amino-6-chloro-5-fluoro-3-(methylthio)picolinate). As a reaction SMILES: [NH2:1][C:2]1[C:7]([F:8])=[C:6]([Cl:9])[N:5]=[C:4]([C:10]([O:12][CH3:13])=[O:11])[C:3]=1I.C([Sn](CCCC)(CCCC)[S:20][CH3:21])CCC>[Pd](Cl)Cl.C1(P(C2C=CC=CC=2)C2C=CC=CC=2)C=CC=CC=1.[Cu]I>[NH2:1][C:2]1[C:7]([F:8])=[C:6]([Cl:9])[N:5]=[C:4]([C:10]([O:12][CH3:13])=[O:11])[C:3]=1[S:20][CH3:21] |f:2.3|. Reported procedure: Methyl 4-amino-6-chloro-5-fluoro-3-iodopicolinate (1.5 g, 4.6 mmol), tri-n-butylmethylthiostannane (2.5 g, 7.3 mmol), his (triphenylphosphine) palladium (II) chloride (320 mg, 0.46 mmol) and copper (I) iodide (90 mg, 0.46 mmol) were combined 15 ml dry, deaerated DMF and heated to 80° C. After 3 h another 2.5 g portion of the stannane were added and heating was continued for 18 h. After cooling, the mixture was stirred with 25 ml 10% potassium bifluoride solution for 20 ml. The heterogeneous mixt... Reactants: CCCC[N+](CCCC)(CCCC)Cc1ccccc1, [Cl-], ClCc1ccc(Cl)cc1, N#C[Na], O. The product is N#CCc1ccc(Cl)cc1. As a reaction SMILES: [CH2:14]([N+:15]([CH2:16][CH2:17][CH2:18][CH3:19])([CH2:20][CH2:21][CH2:22][CH3:23])[CH2:24][c:25]1[cH:26][cH:27][cH:28][cH:29][cH:30]1)[CH2:31][CH2:32][CH3:33].[Cl-:13].[Cl:4][c:5]1[cH:6][cH:7][c:8]([CH2:9][Cl:10])[cH:11][cH:12]1.[Na:1][C:2]#[N:3].[OH2:34]>>[C:2](#[N:3])[CH2:9][c:8]1[cH:7][cH:6][c:5]([Cl:4])[cH:12][cH:11]1. The reactants are C(CCCCCCC)O (n-octanol), [OH-].[Na+] (sodium hydroxide), COC(CCl)OC (chloro acetaldehyde dimethyl acetal). The reagents and catalysts are CCCCCCCC[N+](C)(CCCCCCCC)CCCCCCCC.[Cl-] (Aliquat 336). The solvent is O (water). Product: C(CCCCCCC)OCC=O (n-octyl oxyacetaldehyde). Yield: 50.6%. As a reaction SMILES: [CH2:1]([OH:9])[CH2:2][CH2:3][CH2:4][CH2:5][CH2:6][CH2:7][CH3:8].[OH-].[Na+].C[O:13][CH:14](OC)[CH2:15]Cl>CCCCCCCC[N+](CCCCCCCC)(CCCCCCCC)C.[Cl-].O>[CH2:1]([O:9][CH2:15][CH:14]=[O:13])[CH2:2][CH2:3][CH2:4][CH2:5][CH2:6][CH2:7][CH3:8] |f:1.2,4.5|. Procedure details: A mixture of 130 grams of n-octanol, 60 grams of granular sodium hydroxide, 4 grams of Aliquat 336® (registered trademark of General Mills Chemicals, Inc.) and 110 grams of chloro acetaldehyde dimethyl acetal are heated to reflux for 4 hours. The reaction mass is cooled and 200 ml of water are added thereto with vigorous stirring. After all solids are dissolved, the aqueous phase is distilled to yield 87 grams of n-octanol (boiling point 60° C. at 1.4 mm Hg pressure) and 77 grams of n-octyl oxya...